From a dataset of the Open Reaction Database (ORD), a public repository of structured organic reaction records. describe an organic reaction: reactants, conditions, products, and yield Reaction conditions: temperature 65 celsius, time 36 hour. Reaction SMILES: Br[C:2]1[CH:13]=[CH:12][C:5]([CH2:6][NH:7][S:8]([CH3:11])(=[O:10])=[O:9])=[C:4]([F:14])[CH:3]=1.[CH2:15]([O:17][C:18](=[O:22])[CH:19](Cl)[CH3:20])[CH3:16].FC(F)(F)C(O)=O.Cl>CN(C)C=O.[Mn]>[F:14][C:4]1[CH:3]=[C:2]([CH:19]([CH3:20])[C:18]([O:17][CH2:15][CH3:16])=[O:22])[CH:13]=[CH:12][C:5]=1[CH2:6][NH:7][S:8]([CH3:11])(=[O:10])=[O:9]. Reported procedure: N-(4-bromo-2-fluorobenzyl)methanesulfonamide (29 g, 102.8 mmol) and ethyl-2-chloropropionate (18.26 g, 133.6 mmol) were dissolved in dimethylformamide (155 mL) in a protective gas atmosphere at room temperature. Subsequently, manganese (11.29 g, 205.6 mmol), (2,2′-bipyridine)nickel(II) dibromide (2.69 g, 7.2 mmol) and trifluoroacetic acid (1.48 mL) were added and the mixture was stirred at 65° C. for 36 h. The reaction mixture was cooled to room temperature, hydrolysed using 1 N HCl (50 mL) and ... Yields the product FC=1C=C(C=CC1CNS(=O)(=O)C)C(C(=O)OCC)C (ethyl 2-(3-fluoro-4-(methylsulfonamidomethyl)phenyl)propanoate). The reagents and catalysts are [Mn] (manganese). The solvent is CN(C=O)C (dimethylformamide). The reactants are (2,2′-bipyridine)nickel(II) dibromide, FC(C(=O)O)(F)F (trifluoroacetic acid), Cl (HCl), BrC1=CC(=C(CNS(=O)(=O)C)C=C1)F (N-(4-bromo-2-fluorobenzyl)methanesulfonamide), C(C)OC(C(C)Cl)=O (ethyl-2-chloropropionate). The yield is 39.3%. The reactants are OC1=C(C2=C(C(=NO2)C(F)(F)F)C=C1)CCC (6-hydroxy-7-propyl-3-(trifluoromethyl)-1,2-benzisoxazole), N1=CC=CC=C1 (pyridine), [OH-].[Na+] (NaOH), O(S(=O)(=O)C(F)(F)F)S(=O)(=O)C(F)(F)F (Tf2O). The solvent is C(Cl)Cl (CH2Cl2). Run at time 30 minute. The product is FC(S(=O)(=O)OC1=C(C2=C(C(=NO2)C(F)(F)F)C=C1)CCC)(F)F (7-propyl-3-(trifluoromethyl)-1,2-benzisoxazol-6-yl trifluoromethanesulfonate). RXN SMILES: [OH:1][C:2]1[CH:14]=[CH:13][C:5]2[C:6]([C:9]([F:12])([F:11])[F:10])=[N:7][O:8][C:4]=2[C:3]=1[CH2:15][CH2:16][CH3:17].N1C=CC=CC=1.[O:24](S(C(F)(F)F)(=O)=O)[S:25]([C:28]([F:31])([F:30])[F:29])(=O)=[O:26].[OH-].[Na+]>C(Cl)Cl>[F:29][C:28]([F:31])([F:30])[S:25]([O:1][C:2]1[CH:14]=[CH:13][C:5]2[C:6]([C:9]([F:12])([F:11])[F:10])=[N:7][O:8][C:4]=2[C:3]=1[CH2:15][CH2:16][CH3:17])(=[O:26])=[O:24] |f:3.4|. Procedure details: To a solution of 6-hydroxy-7-propyl-3-(trifluoromethyl)-1,2-benzisoxazole (500 mg, 2.04 mmol) in dry CH2Cl2 was added pyridine (0.82 mL, 10.2 mmol) at 0° C. under N2. Tf2O was then added dropwise to the reaction mixture and the resulting mixture stirred for 30 min. 1N NaOH was added and the mixture extracted with CH2Cl2. Combined organic extracts were washed with brine, dried over Na2SO4 and the solvent evaporated in vacuo. The residue was purified by chromatography on silica gel using ethyl ace... Starting materials: C([O-])([O-])=O.[Na+].[Na+] (sodium carbonate), C(C1=CC=CC=C1)N(C1=CC=CC=C1)CC1=CC=CC=C1 (N,N-dibenzylaniline), S(O)(O)(=O)=O (sulfuric acid), OS(=O)(=O)O.O=S(=O)=O (oleum). Product: S(=O)(=O)(O)C=1C=C(CN(C2=CC=CC=C2)CC2=CC(=CC=C2)S(=O)(=O)O)C=CC1 (N,N-bis(3-sulfobenzyl)aniline). Reaction SMILES: [CH2:1]([N:8]([CH2:15][C:16]1[CH:21]=[CH:20][CH:19]=[CH:18][CH:17]=1)[C:9]1[CH:14]=[CH:13][CH:12]=[CH:11][CH:10]=1)[C:2]1[CH:7]=[CH:6][CH:5]=[CH:4][CH:3]=1.[S:22](=[O:26])(=[O:25])([OH:24])O.[OH:27][S:28](O)(=[O:30])=[O:29].O=S(=O)=O.C(=O)([O-])[O-].[Na+].[Na+]>>[S:22]([C:18]1[CH:17]=[C:16]([CH:21]=[CH:20][CH:19]=1)[CH2:15][N:8]([CH2:1][C:2]1[CH:3]=[CH:4][CH:5]=[C:6]([S:28]([OH:30])(=[O:29])=[O:27])[CH:7]=1)[C:9]1[CH:10]=[CH:11][CH:12]=[CH:13][CH:14]=1)([OH:24])(=[O:26])=[O:25] |f:2.3,4.5.6|. Procedure: With stirring, 150.0 g of N,N-dibenzylaniline was added slowly over approximately two hours to 425.0 g of 100 percent sulfuric acid while maintaining a temperature in the range of 25° to 30° C. The resulting solution was set aside at ambient temperature for approximately fourteen hours. Then, 165 g of 65 percent oleum was added to the solution with stirring while maintaining a temperature in the range of 25° to 30° C. using an ice water bath. The resulting solution was stirred approximately 19 h... The reactants are BrCCOCCC (2-bromoethylpropylether), C([O-])([O-])=O.[K+].[K+] (potassium carbonate), [I-].[Na+] (sodium iodide), BrC1=C(C=CC=C1)O (2-bromophenol). Solvent: CN(C)C=O (DMF), O (water). Run at temperature 90 celsius, time 16 hour. Yields the product BrC1=C(C=CC=C1)OCCOCCC (1-bromo-2-(2-propoxyethoxy)benzene). Reaction SMILES: [Br:1][C:2]1[CH:7]=[CH:6][CH:5]=[CH:4][C:3]=1[OH:8].C(=O)([O-])[O-].[K+].[K+].[I-].[Na+].Br[CH2:18][CH2:19][O:20][CH2:21][CH2:22][CH3:23]>CN(C=O)C.O>[Br:1][C:2]1[CH:7]=[CH:6][CH:5]=[CH:4][C:3]=1[O:8][CH2:18][CH2:19][O:20][CH2:21][CH2:22][CH3:23] |f:1.2.3,4.5|. Procedure details: In DMF (120 ml) was dissolved 2-bromophenol (12 g), and to the solution were added potassium carbonate (14.4 g) and sodium iodide (10.4 g). To the mixture was added 2-bromoethylpropylether (10.4 ml), and the mixture was stirred at 90° C. for 16 hours. The reaction mixture was added to water, and the mixture was extracted with ethyl acetate, washed with saturated brine and dried with magnesium sulfate. Under reduced pressure, the solvent was evaporated, and the residue was purified with silica ge... Starting materials: COC(=O)C(O)=CC(=O)c1cc(Cc2ccccc2)cn(Cc2ccccc2)c1=O, CO, Cl, [Na+], [OH-]. Yields the product O=C(O)C(O)=CC(=O)c1cc(Cc2ccccc2)cn(Cc2ccccc2)c1=O. As a reaction SMILES: [CH3:1][O:2][C:3]([C:4](=[CH:5][C:6](=[O:7])[c:8]1[c:9](=[O:28])[n:10]([CH2:21][c:22]2[cH:23][cH:24][cH:25][cH:26][cH:27]2)[cH:11][c:12]([CH2:14][c:15]2[cH:16][cH:17][cH:18][cH:19][cH:20]2)[cH:13]1)[OH:29])=[O:30].[CH3:34][OH:35].[ClH:33].[Na+:32].[OH-:31]>>[O:2]=[C:3]([C:4](=[CH:5][C:6](=[O:7])[c:8]1[c:9](=[O:28])[n:10]([CH2:21][c:22]2[cH:23][cH:24][cH:25][cH:26][cH:27]2)[cH:11][c:12]([CH2:14][c:15]2[cH:16][cH:17][cH:18][cH:19][cH:20]2)[cH:13]1)[OH:29])[OH:30]. Starting materials: S1C=NC(=C1)CN1N=CC2=CC(=CC=C12)NC1=NC=NC2=CC=CC(=C12)O[C@@H](C(=O)OC)C (methyl (2R)-2-[(4-{[1-(1,3-thiazol-4-ylmethyl)-1H-indazol-5-yl]amino}quinazolin-5-yl)oxy]propanoate), C(O)CN (ethanolamine). Yields the product OCCNC([C@@H](C)OC1=C2C(=NC=NC2=CC=C1)NC=1C=C2C=NN(C2=CC1)CC=1N=CSC1)=O ((2R)—N-(2-hydroxyethyl)-2-[(4-{[1-(1,3-thiazol-4-ylmethyl)-1H-indazol-5-yl]amino}quinazolin-5-yl)oxy]propanamide). Isolated yield 80.8%. Reaction SMILES: [S:1]1[CH:5]=[C:4]([CH2:6][N:7]2[C:15]3[C:10](=[CH:11][C:12]([NH:16][C:17]4[C:26]5[C:21](=[CH:22][CH:23]=[CH:24][C:25]=5[O:27][C@H:28]([CH3:33])[C:29](OC)=[O:30])[N:20]=[CH:19][N:18]=4)=[CH:13][CH:14]=3)[CH:9]=[N:8]2)[N:3]=[CH:2]1.[CH2:34]([CH2:36][NH2:37])[OH:35]>>[OH:35][CH2:34][CH2:36][NH:37][C:29](=[O:30])[C@H:28]([O:27][C:25]1[CH:24]=[CH:23][CH:22]=[C:21]2[C:26]=1[C:17]([NH:16][C:12]1[CH:11]=[C:10]3[C:15](=[CH:14][CH:13]=1)[N:7]([CH2:6][C:4]1[N:3]=[CH:2][S:1][CH:5]=1)[N:8]=[CH:9]3)=[N:18][CH:19]=[N:20]2)[CH3:33]. Procedure details: Using the same procedure as in Example 26, methyl (2R)-2-[(4-{[1-(1,3-thiazol-4-ylmethyl)-1H-indazol-5-yl]amino}quinazolin-5-yl)oxy]propanoate (200 mg, 0.43 mmol) was reacted with ethanolamine (0.26 ml, 4.3 mmol) to give the title compound as a solid (170 mg, 80%), except that the mixture was heated at 45° C. for 20 hours. NMR Spectrum 1.65 (d, 3H), 3.22 (m, 2H), 3.43 (m, 2H), 4.75 (t, 1H), 5.23 (q, 1H), 5.79 (s, 2H), 7.02 (d, 1H), 7.36 (d, 1H), 7.51 (s, 1H), 7.79-7.72 (m, 3H), 8.11 (s, 1H), 8.4...